From a dataset of the Open Reaction Database (ORD), a public repository of structured organic reaction records. describe an organic reaction: reactants, conditions, products, and yield The reactants are OC1(C(=C(C2=CC=CC=C12)C1=CC2=C(C=C1)OCO2)C(=O)OCC)C2=CC(=CC=C2)OC (ethyl(1RS)-1-hydroxy-1-(3-methoxyphenyl)-3-(3,4-methylenedioxyphenyl)-indene-2-carboxylate), C(C)[SiH](CC)CC (triethylsilane), Cl (HCl), B(F)(F)F.CCOCC (boron trifluoride etherate). Run in C(Cl)Cl (CH2Cl2). Conditions: time 30 minute. Product: COC=1C=C(C=CC1)C1C(=C(C2=CC=CC=C12)C1=CC2=C(C=C1)OCO2)C(=O)OCC (Ethyl(1RS)-1-(3-Methoxyphenyl)-3-(3,4-methylenedioxyphenyl)indene-2-carboxylate). Isolated yield 31.0%. RXN SMILES: O[C:2]1([C:25]2[CH:30]=[CH:29][CH:28]=[C:27]([O:31][CH3:32])[CH:26]=2)[C:10]2[C:5](=[CH:6][CH:7]=[CH:8][CH:9]=2)[C:4]([C:11]2[CH:16]=[CH:15][C:14]3[O:17][CH2:18][O:19][C:13]=3[CH:12]=2)=[C:3]1[C:20]([O:22][CH2:23][CH3:24])=[O:21].C([SiH](CC)CC)C.B(F)(F)F.CCOCC.Cl>C(Cl)Cl>[CH3:32][O:31][C:27]1[CH:26]=[C:25]([CH:2]2[C:10]3[C:5](=[CH:6][CH:7]=[CH:8][CH:9]=3)[C:4]([C:11]3[CH:16]=[CH:15][C:14]4[O:17][CH2:18][O:19][C:13]=4[CH:12]=3)=[C:3]2[C:20]([O:22][CH2:23][CH3:24])=[O:21])[CH:30]=[CH:29][CH:28]=1 |f:2.3|. Procedure: To a solution of ethyl(1RS)-1-hydroxy-1-(3-methoxyphenyl)-3-(3,4-methylenedioxyphenyl)-indene-2-carboxylate (150 mg, 0.35 mmol) in CH2Cl2 was added triethylsilane (67 μl, 0.42 mmol), followed by boron trifluoride etherate (213 μl, 1.73 mmol). The reaction mixture was allowed to stir for 30 min, at which time was added slowly 5% aqueous HCl. The mixture was extracted with EtOAc. The organic extract was washed successively with H2O, 5% aqueous NaHCO3, H2O and saturated aqueous NaCl and dried (MgSO... Yields the product COc1ccc(NC(C)CC(=O)N2CCOC2=O)cc1. The reactants are CC=CC(=O)N1CCOC1=O, COc1ccc(N)cc1, Cc1ccccc1, [Cl-], [NH4+], O=S(=O)(O)C(F)(F)F. As a reaction SMILES: [C:18]([CH:19]=[CH:20][CH3:21])(=[O:22])[N:23]1[C:24](=[O:28])[O:25][CH2:26][CH2:27]1.[CH3:1][O:2][c:3]1[cH:4][cH:5][c:6]([NH2:9])[cH:7][cH:8]1.[CH3:31][c:32]1[cH:33][cH:34][cH:35][cH:36][cH:37]1.[Cl-:29].[NH4+:30].[OH:10][S:11]([C:12]([F:13])([F:14])[F:15])(=[O:16])=[O:17]>>[CH3:1][O:2][c:3]1[cH:4][cH:5][c:6]([NH:9][CH:20]([CH2:19][C:18](=[O:22])[N:23]2[C:24](=[O:28])[O:25][CH2:26][CH2:27]2)[CH3:21])[cH:7][cH:8]1.